From a dataset of the Open Reaction Database (ORD), a public repository of structured organic reaction records. describe an organic reaction: reactants, conditions, products, and yield The reactants are COC1=C(C2=CC=CC=C2C=C1)C(=CC(=O)O)C (3-(2-Methoxynaphth-1-yl)butenoic Acid), C(C)(=O)OCC (ethyl acetate). The reagents and catalysts are [Pd] (palladium-on-carbon). Reaction conditions: time 15 hour. Yields the product COC1=C(C2=CC=CC=C2C=C1)CCCC(=O)O (4-(2-Methoxynaphth-1-yl)butanoic Acid). Reaction SMILES: [CH3:1][O:2][C:3]1[CH:12]=[CH:11][C:10]2[C:5](=[CH:6][CH:7]=[CH:8][CH:9]=2)[C:4]=1[C:13](C)=[CH:14][C:15](O)=O.[C:19]([O:22]CC)(=[O:21])C>[Pd]>[CH3:1][O:2][C:3]1[CH:12]=[CH:11][C:10]2[C:5](=[CH:6][CH:7]=[CH:8][CH:9]=2)[C:4]=1[CH2:13][CH2:14][CH2:15][C:19]([OH:22])=[O:21]. Reported procedure: The compound obtained in Step A (3.4 g, 1.40.10−2 mol) is solubilised in ethyl acetate (90 ml) in the presence of 5% palladium-on-carbon. The mixture is purged with argon and placed under a hydrogen atmosphere. After 15 hours' hydrogenation, the reaction mixture is filtered over Celite, rinsed and then evaporated under reduced pressure. The title product is isolated in the form of white crystals. The reactants are CC(=O)c1cccc(CCCO)n1, Cc1cc(-c2noc(C(F)(F)F)n2)cc(C)c1O, CCOC(=O)N=NC(=O)OCC, CN(C)C=O, O, c1ccc(P(c2ccccc2)c2ccccc2)cc1. The product is CC(=O)c1cccc(CCCOc2c(C)cc(-c3noc(C(F)(F)F)n3)cc2C)n1. RXN SMILES: [C:1]([CH3:2])(=[O:3])[c:4]1[n:5][c:6]([CH2:10][CH2:11][CH2:12][OH:13])[cH:7][cH:8][cH:9]1.[F:14][C:15]([c:16]1[n:17][c:18](-[c:21]2[cH:22][c:23]([CH3:29])[c:24]([OH:28])[c:25]([CH3:27])[cH:26]2)[n:19][o:20]1)([F:30])[F:31].[O:51]=[C:52]([O:53][CH2:54][CH3:55])[N:56]=[N:57][C:58]([O:59][CH2:60][CH3:61])=[O:62].[O:63]=[CH:64][N:65]([CH3:66])[CH3:67].[OH2:68].[c:32]1([P:33]([c:34]2[cH:35][cH:36][cH:37][cH:38][cH:39]2)[c:40]2[cH:41][cH:42][cH:43][cH:44][cH:45]2)[cH:46][cH:47][cH:48][cH:49][cH:50]1>>[C:1]([CH3:2])(=[O:3])[c:4]1[n:5][c:6]([CH2:10][CH2:11][CH2:12][O:13][c:24]2[c:23]([CH3:29])[cH:22][c:21](-[c:18]3[n:17][c:16]([C:15]([F:14])([F:30])[F:31])[o:20][n:19]3)[cH:26][c:25]2[CH3:27])[cH:7][cH:8][cH:9]1. The reactants are O=C1CCC(=O)N1Br, CN(C)C=O, CCOC(C)=O, OCc1ccsc1Cl, [Na+], [Na+], O=S([O-])([O-])=S. The product is OCc1cc(Br)sc1Cl. Reaction SMILES: [Br:9][N:10]1[C:11](=[O:12])[CH2:13][CH2:14][C:15]1=[O:16].[CH3:24][N:25]([CH3:26])[CH:27]=[O:28].[CH3:29][CH2:30][O:31][C:32](=[O:33])[CH3:34].[Cl:1][c:2]1[s:3][cH:4][cH:5][c:6]1[CH2:7][OH:8].[Na+:22].[Na+:23].[S:17]([O-:18])([O-:19])(=[O:20])=[S:21]>>[Cl:1][c:2]1[s:3][c:4]([Br:9])[cH:5][c:6]1[CH2:7][OH:8]. Starting materials: ClC1=C(C=CC(=C1)OC)CC#N (2-chloro-4-methoxyphenylacetonitrile), [OH-].[K+] (potassium hydroxide), C(CO)O (ethylene glycol). Product: ClC1=C(C=CC(=C1)OC)CC(=O)O ((2-Chloro-4-methoxyphenyl)acetic acid). As a reaction SMILES: [Cl:1][C:2]1[CH:7]=[C:6]([O:8][CH3:9])[CH:5]=[CH:4][C:3]=1CC#N.[OH-:13].[K+].[CH2:15]([OH:18])[CH2:16]O>>[Cl:1][C:2]1[CH:7]=[C:6]([O:8][CH3:9])[CH:5]=[CH:4][C:3]=1[CH2:16][C:15]([OH:18])=[O:13] |f:1.2|. Procedure details: 657 g (purity 75%) of 2-chloro-4-methoxyphenylacetonitrile are reacted with 303 g of potassium hydroxide in 1308 ml of ethylene glycol. 430 g of solid are obtained (m.p.: 83-86° C.). The reactants are CC(c1ccc(Br)cc1)C1SCCCS1, BrCCCCBr, CCOC(C)=O, [Li]C(C)CC, C1CCOC1. Product: CC(c1ccc(CCCCBr)cc1)C1SCCCS1. Reaction SMILES: [Br:1][c:2]1[cH:3][cH:4][c:5]([CH:8]([CH3:9])[CH:10]2[S:11][CH2:12][CH2:13][CH2:14][S:15]2)[cH:6][cH:7]1.[Br:21][CH2:22][CH2:23][CH2:24][CH2:25][Br:26].[CH3:27][CH2:28][O:29][C:30](=[O:31])[CH3:32].[CH:16]([Li:17])([CH2:18][CH3:19])[CH3:20].[O:33]1[CH2:34][CH2:35][CH2:36][CH2:37]1>>[c:2]1([CH2:25][CH2:24][CH2:23][CH2:22][Br:21])[cH:3][cH:4][c:5]([CH:8]([CH3:9])[CH:10]2[S:11][CH2:12][CH2:13][CH2:14][S:15]2)[cH:6][cH:7]1. Starting materials: [Al+3], COC(=O)c1cccnc1Nc1cc(C)on1, CCOC(C)=O, [H-], [H-], [H-], [H-], [Li+], [Na+], C1CCOC1, [OH-]. Yields the product Cc1cc(Nc2ncccc2CO)no1. As a reaction SMILES: [Al+3:2].[CH3:12][c:13]1[cH:14][c:15]([NH:18][c:19]2[c:20]([C:21](=[O:22])[O:23][CH3:24])[cH:25][cH:26][cH:27][n:28]2)[n:16][o:17]1.[CH3:31][CH2:32][O:33][C:34](=[O:35])[CH3:36].[H-:1].[H-:4].[H-:5].[H-:6].[Li+:3].[Na+:30].[O:7]1[CH2:8][CH2:9][CH2:10][CH2:11]1.[OH-:29]>>[CH3:12][c:13]1[cH:14][c:15]([NH:18][c:19]2[c:20]([CH2:21][OH:22])[cH:25][cH:26][cH:27][n:28]2)[n:16][o:17]1. Starting materials: OC=1C=C(C=O)C=CC1 (3-Hydroxybenzaldehyde), C(C)I (ethyl iodide), C(=O)([O-])[O-].[K+].[K+] (K2CO3). The solvent is CC(=O)C (acetone). Product: C(C)OC=1C=C(C=O)C=CC1 (3-ethoxybenzaldehyde). Reaction SMILES: [OH:1][C:2]1[CH:3]=[C:4]([CH:7]=[CH:8][CH:9]=1)[CH:5]=[O:6].[CH2:10](I)[CH3:11].C([O-])([O-])=O.[K+].[K+]>CC(C)=O>[CH2:10]([O:1][C:2]1[CH:3]=[C:4]([CH:7]=[CH:8][CH:9]=1)[CH:5]=[O:6])[CH3:11] |f:2.3.4|. Procedure: 3-Hydroxybenzaldehyde (3.0 g, 24.6 mmol), ethyl iodide (5.9 ml, 73.8 mmol) and K2CO3 (3.4 g, 24.6 mmol) in 50 ml of acetone was stirred at +40° C. for 6 h and at RT overnight. The mixture was filtered and evaporated. The product was purified by silica gel column chromatography (EtOAc/petroleum ether 15:100) to give 3-ethoxybenzaldehyde. Solvent: CO (methanol). Reported procedure: 4-(3-Methyl-4-nitrophenyl)-1-H-imidazole (9.2 g) was allowed to react with 85% hydrazine hydrate in methanol to give 7.9 g of 4-(3-methyl-4-aminophenyl)-1-H-imidazole, M.p. 195°-197° C. 4-(3-Methoxy-4-aminophenyl)-1-H-imidazole, M.p. 145° C. (dec.), was prepared analogously. Yields the product CC=1C=C(C=CC1N)C=1N=CNC1 (4-(3-methyl-4-aminophenyl)-1-H-imidazole). Reaction SMILES: [CH3:1][C:2]1[CH:3]=[C:4]([C:11]2[N:12]=[CH:13][NH:14][CH:15]=2)[CH:5]=[CH:6][C:7]=1[N+:8]([O-])=O.O.NN>CO>[CH3:1][C:2]1[CH:3]=[C:4]([C:11]2[N:12]=[CH:13][NH:14][CH:15]=2)[CH:5]=[CH:6][C:7]=1[NH2:8] |f:1.2|. Starting materials: CC=1C=C(C=CC1[N+](=O)[O-])C=1N=CNC1 (4-(3-Methyl-4-nitrophenyl)-1-H-imidazole), O.NN (hydrazine hydrate). Isolated yield 100.7%. Reactants: Cl (hydrochloric acid), mixture, C(C)OC(C(C=CC(C(=O)OCC)CCCC)CCCC)=O ((2RS,5SR)-2,5-dibutyl-hex-3-enedioic acid diethyl ester), [OH-].[Na+] (sodium hydroxide). Run in C1CCOC1 (THF). Run at time 72 hour. The product is C(CCC)C(C(=O)O)C=CC(C(=O)O)CCCC ((2RS,5SR)-2,5-dibutyl-hex-3-enedioic acid). Yield: 97.0%. Reaction SMILES: C([O:3][C:4](=[O:22])[CH:5]([CH2:18][CH2:19][CH2:20][CH3:21])[CH:6]=[CH:7][CH:8]([CH2:14][CH2:15][CH2:16][CH3:17])[C:9]([O:11]CC)=[O:10])C.[OH-].[Na+].Cl>C1COCC1>[CH2:18]([CH:5]([CH:6]=[CH:7][CH:8]([CH2:14][CH2:15][CH2:16][CH3:17])[C:9]([OH:11])=[O:10])[C:4]([OH:22])=[O:3])[CH2:19][CH2:20][CH3:21] |f:1.2|. Reported procedure: To a stirred solution of 435 mg (1.39 mmol) mixture of (E)-(2R,5S)- and -(2RS,5SR)-2,5-dibutyl-hex-3-enedioic acid diethyl ester in 10 ml THF was added 26 ml (26 mmol) of 1 M sodium hydroxide solution. After stirring for 72 h at room temperature, the reaction mixture was acidified to pH 3 by addition of 1 M hydrochloric acid and extracted three times with ethyl acetate. The combined organic phases were washed successively with water and with saturated brine, dried over sodium sulphate, and conce... Starting materials: C(C1=CC=CC=C1)N1CC=CC1 (1-benzyl-3-pyrroline), ClC1=CC=C(C=C1)S(=O)(=O)O (p-chlorobenzenesulfonic acid), O (water), C1=CC(=CC(=C1)Cl)C(=O)OO (m-CPBA). The solvent is CC(=O)C (acetone). Product: C(C1=CC=CC=C1)N1CC(C(C1)O)O (1-benzyl-3,4-dihydroxypyrrolidine). Yield: 86.9%. RXN SMILES: [CH2:1]([N:8]1[CH2:12][CH:11]=[CH:10][CH2:9]1)[C:2]1[CH:7]=[CH:6][CH:5]=[CH:4][CH:3]=1.ClC1C=CC(S(O)(=O)=[O:21])=CC=1.[OH2:24].C1C=C(Cl)C=C(C(OO)=O)C=1>CC(C)=O>[CH2:1]([N:8]1[CH2:12][CH:11]([OH:24])[CH:10]([OH:21])[CH2:9]1)[C:2]1[CH:7]=[CH:6][CH:5]=[CH:4][CH:3]=1. Procedure details: To a solution of 15.9 g (0.1 mol) of 1-benzyl-3-pyrroline, 46.2 g (0.24 mol) of p-chlorobenzenesulfonic acid (produced by Tokyo Chemical Industry Co., Ltd.), 15.0 g of water, and 60.0 g of acetone in a round flask reactor, 31.1 g (0.13 mol) of 70% m-CPBA (m-chloroperbenzoic acid produced by Tokyo Chemical Industry Co., Ltd.) was added with stirring and allowed to react for 10 hours at 40° C. without irradiation by lamps. After completion, acetone was evaporated under reduced pressure, neutralize...